Dataset: the Open Reaction Database (ORD), a public repository of structured organic reaction records. Task: describe an organic reaction: reactants, conditions, products, and yield The reactants are NC=1C=CC2=C(CCOC(N2C)=O)C1 (2-amino-5-methyl-8,9-dihydro-5H-7-oxa-5-aza-benzocyclohepten-6-one), ClC1=NC=C(C(=N1)N[C@H](C(=O)N)C(C)C)Cl ((S)-2-(2,5-dichloro-pyrimidin-4-ylamino)-3-methyl-butyramide), (S)-2-[5-chloro-2-(5-methyl-6-oxo-5,6,8,9-tetrahydro-7-oxa-5-aza-benzocyclohepten-2-ylamino)-pyrimidin-4-ylamino]-3-methyl-butyramide, HCl salt. The product is ClC=1C(=NC(=NC1)NC=1C=CC2=C(CCOC(N2C)=O)C1)N[C@H](C(=O)N)C(C)C ((S)-2-[5-chloro-2-(5-methyl-6-oxo-5,6,8,9-tetrahydro-7-oxa-5-aza-benzocyclohepten-2-ylamino)-pyrimidin-4-ylamino]-3-methyl-butyramide). As a reaction SMILES: [NH2:1][C:2]1[CH:3]=[CH:4][C:5]2[N:11]([CH3:12])[C:10](=[O:13])[O:9][CH2:8][CH2:7][C:6]=2[CH:14]=1.Cl[C:16]1[N:21]=[C:20]([NH:22][C@@H:23]([CH:27]([CH3:29])[CH3:28])[C:24]([NH2:26])=[O:25])[C:19]([Cl:30])=[CH:18][N:17]=1>>[Cl:30][C:19]1[C:20]([NH:22][C@@H:23]([CH:27]([CH3:29])[CH3:28])[C:24]([NH2:26])=[O:25])=[N:21][C:16]([NH:1][C:2]2[CH:3]=[CH:4][C:5]3[N:11]([CH3:12])[C:10](=[O:13])[O:9][CH2:8][CH2:7][C:6]=3[CH:14]=2)=[N:17][CH:18]=1. Reported procedure: Following a procedure analogous to Example 1742a, 2-amino-5-methyl-8,9-dihydro-5H-7-oxa-5-aza-benzocyclohepten-6-one and (S)-2-(2,5-dichloro-pyrimidin-4-ylamino)-3-methyl-butyramide were converted to (S)-2-[5-chloro-2-(5-methyl-6-oxo-5,6,8,9-tetrahydro-7-oxa-5-aza-benzocyclohepten-2-ylamino)-pyrimidin-4-ylamino]-3-methyl-butyramide, HCl salt: 1H NMR (300 MHz, CD3OD) δ 8.10 (s, 1H), 7.51 (dd, 1H), 7.39 (m, 2H), 4.52 (m, 3H), 3.41 (s, 3H), 3.11 (t, 2H), 2.32 (m, 1H), 1.08 (d, 3H), 1.02 (d, 3H); MS... Starting materials: C=1C=CC(=CC1)P(C=2C=CC=CC2)C3=CC=C4C=CC=CC4=C3C5=C6C=CC=CC6=CC=C5P(C=7C=CC=CC7)C=8C=CC=CC8 (BINAP), ClC1=NC=C(C(=C1)NC1=C(C(=O)NOC)C=CC=C1)Cl (2-[(2,5-dichloro-4-pyridinyl)amino]-N-(methyloxy)benzamide), C(C)N1N=CC(=C1N)C (1-ethyl-4-methyl-1H-pyrazol-5-amine), C([O-])([O-])=O.[Cs+].[Cs+] (cesium carbonate). Reagents/catalysts: C(C)(=O)[O-].[Pd+2].C(C)(=O)[O-] (palladium (II) acetate). Solvent: CN(C)C=O (DMF). Reaction conditions: temperature 90 celsius, time 50 minute. The product is ClC=1C(=CC(=NC1)NC1=C(C=NN1CC)C)NC1=C(C(=O)NOC)C=CC=C1 (2-({5-Chloro-2-[(1-ethyl-4-methyl-1H-pyrazol-5-yl)amino]-4-pyridinyl}amino)-N-(methyloxy)benzamide). Reaction SMILES: Cl[C:2]1[CH:7]=[C:6]([NH:8][C:9]2[CH:19]=[CH:18][CH:17]=[CH:16][C:10]=2[C:11]([NH:13][O:14][CH3:15])=[O:12])[C:5]([Cl:20])=[CH:4][N:3]=1.[CH2:21]([N:23]1[C:27]([NH2:28])=[C:26]([CH3:29])[CH:25]=[N:24]1)[CH3:22].C(=O)([O-])[O-].[Cs+].[Cs+].C1C=CC(P(C2C(C3C(P(C4C=CC=CC=4)C4C=CC=CC=4)=CC=C4C=3C=CC=C4)=C3C(C=CC=C3)=CC=2)C2C=CC=CC=2)=CC=1>C([O-])(=O)C.[Pd+2].C([O-])(=O)C.CN(C=O)C>[Cl:20][C:5]1[C:6]([NH:8][C:9]2[CH:19]=[CH:18][CH:17]=[CH:16][C:10]=2[C:11]([NH:13][O:14][CH3:15])=[O:12])=[CH:7][C:2]([NH:28][C:27]2[N:23]([CH2:21][CH3:22])[N:24]=[CH:25][C:26]=2[CH3:29])=[N:3][CH:4]=1 |f:2.3.4,6.7.8|. Procedure details: A microwave tube was charged with 2-[(2,5-dichloro-4-pyridinyl)amino]-N-(methyloxy)benzamide (300 mg, 0.96 mmol), 1-ethyl-4-methyl-1H-pyrazol-5-amine (253 mg, 2.01 mmol), cesium carbonate (939 mg, 2.88 mmol) and DMF (7 ml). The reaction mixture was degassed under nitrogen for 10 min and palladium (II) acetate (10.8 mg, 0.05 mmol) and BINAP (59.8 mg, 0.096 mmol) were added. The reaction mixture was heated in an oil bath at 90° C. for 5 hrs and then in a microwave at 150° C. for 50 min. It was eva... Starting materials: C(C)(C)(C)OC(=O)N1CCN(CC1)CC1=CC=C(C=C1)[C@H]1COC=2C(=NC=CC2)O1 (4-[(S)-4-(2,3-dihydro-[1,4]dioxino[2,3-b]pyridin-3-yl)-benzyl]-piperazine-1-carboxylic acid tert-butyl ester), COC(CC1CCNCC1)=O (piperidin-4-yl-acetic acid methyl ester), O1C[C@@H](OC2=NC=CC=C21)C2=CC=C(CN1CCC(CC1)C(=O)O)C=C2 (1-[(S)-4-(2,3-Dihydro-[1,4]dioxino[2,3-b]pyridin-3-yl)-benzyl]-piperidine-4-carboxylic acid). The product is O1C[C@@H](OC2=NC=CC=C21)C2=CC=C(CN1CCC(CC1)CC(=O)O)C=C2 ({1-[(S)-4-(2,3-Dihydro-[1,4]dioxino[2,3-b]pyridin-3-yl)-benzyl]-piperidin-4-yl}-acetic acid). Reaction SMILES: C(OC(N1C[CH2:12][N:11]([CH2:14][C:15]2[CH:20]=[CH:19][C:18]([C@@H:21]3[O:30][C:25]4=[N:26][CH:27]=[CH:28][CH:29]=[C:24]4[O:23][CH2:22]3)=[CH:17][CH:16]=2)[CH2:10][CH2:9]1)=O)(C)(C)C.C[O:32][C:33](=[O:41])[CH2:34][CH:35]1CCNC[CH2:36]1.O1C2C(=NC=CC=2)O[C@@H](C2C=CC(CN3CCC(C(O)=O)CC3)=CC=2)C1>>[O:23]1[C:24]2[C:25](=[N:26][CH:27]=[CH:28][CH:29]=2)[O:30][C@@H:21]([C:18]2[CH:17]=[CH:16][C:15]([CH2:14][N:11]3[CH2:10][CH2:9][CH:35]([CH2:34][C:33]([OH:41])=[O:32])[CH2:36][CH2:12]3)=[CH:20][CH:19]=2)[CH2:22]1. Reported procedure: The title product GG is prepared from compound GG-1 (prepared from Intermediate C and piperidin-4-yl-acetic acid methyl ester according to General Method F) according to the procedure used to synthesize Intermediate K. Starting materials: N[C@H](CO)CC(CC)C1=CC=C(C=C1)Cl ((S)-2-amino-4-(4-chloro-phenyl)-hexan-1-ol), N#CBr (cyanogen bromide). Product: ClC1=CC=C(C=C1)C(C[C@@H]1N=C(OC1)N)CC ((S)-4-[2-(4-chloro-phenyl)-butyl]-4,5-dihydro-oxazol-2-ylamine). Reaction SMILES: [NH2:1][C@@H:2]([CH2:5][CH:6]([C:9]1[CH:14]=[CH:13][C:12]([Cl:15])=[CH:11][CH:10]=1)[CH2:7][CH3:8])[CH2:3][OH:4].[N:16]#[C:17]Br>>[Cl:15][C:12]1[CH:11]=[CH:10][C:9]([CH:6]([CH2:7][CH3:8])[CH2:5][C@H:2]2[CH2:3][O:4][C:17]([NH2:16])=[N:1]2)=[CH:14][CH:13]=1. Procedure: In analogy to example 1b (S)-2-amino-4-(4-chloro-phenyl)-hexan-1-ol was reacted with cyanogen bromide to give (S)-4-[2-(4-chloro-phenyl)-butyl]-4,5-dihydro-oxazol-2-ylamine (mainly one epimer). Colourless oil. MS (ISP): 255.2 ([{37Cl}M+H]+), 253.2 ([{35Cl}M+H]+). The reactants are CC=1C=C2C=CC(OC2=CC1O)=O (6-methyl-7-hydroxycoumarin), C(C)(=O)OC(C)=O (acetic anhydride), C(=O)(C)O[Na] (AcONa), 8-acetylumbelliferones, ethyl esters, 7-(8-acetylcoumarinyl)oxyacetic acids. Run in O (H2O), O (H2O). Product: CC=1C=C2C=CC(OC2=CC1OC(C)=O)=O (6-methyl-7-acetoxycoumarin). RXN SMILES: [CH3:1][C:2]1[CH:3]=[C:4]2[C:9](=[CH:10][C:11]=1[OH:12])[O:8][C:7](=[O:13])[CH:6]=[CH:5]2.[C:14](OC(=O)C)(=[O:16])[CH3:15].C(O[Na])(C)=O>O>[CH3:1][C:2]1[CH:3]=[C:4]2[C:9](=[CH:10][C:11]=1[O:12][C:14](=[O:16])[CH3:15])[O:8][C:7](=[O:13])[CH:6]=[CH:5]2. Reported procedure: To prepare the alkylangelicins with an alkyl group in the 4'-position of the furan ring, the suitable umbelliferones, (I), (II), (III) were acetylated and the 7-acetoxycoumarins thus obtained were submitted to the Fries rearrangement. The 8-acetylumbelliferones were converted into the ethyl esters of the 7-(8-acetylcoumarinyl)oxyacetic acids, which were then hydrolized and cyclized yielding the desired 4'-methylangelicins. In such a manner a mixture of 6-methyl-7-hydroxycoumarin (I) (10.0 g), ac... The reactants are CCCCCC=1C=C(C2=C(C1)OC([C@H]3[C@H]2C=C(CC3)C)(C)C)O.[N+](=O)([O-])C1=C(C=CC=C1)SNCCC(=O)[O-] (THC N-(2-nitrophenylsulfenyl)-β-alaninate). Run in ClCCl (dichloromethane), C1(=CC=CC=C1)S (thiophenol), C(=O)(C(F)(F)F)O (TFA). The product is CCCCCC=1C=C(C2=C(C1)OC([C@H]3[C@H]2C=C(CC3)C)(C)C)O.NCCC(=O)[O-] (THC β-alaninate). Reaction SMILES: [CH3:1][CH2:2][CH2:3][CH2:4][CH2:5][C:6]1[CH:7]=[C:8]([OH:23])[C:9]2[C@@H:15]3[CH:16]=[C:17]([CH3:20])[CH2:18][CH2:19][C@H:14]3[C:13]([CH3:22])([CH3:21])[O:12][C:10]=2[CH:11]=1.[N+](C1C=CC=CC=1S[NH:34][CH2:35][CH2:36][C:37]([O-:39])=[O:38])([O-])=O>ClCCl.C1(S)C=CC=CC=1.C(O)(C(F)(F)F)=O>[CH3:1][CH2:2][CH2:3][CH2:4][CH2:5][C:6]1[CH:7]=[C:8]([OH:23])[C:9]2[C@@H:15]3[CH:16]=[C:17]([CH3:20])[CH2:18][CH2:19][C@H:14]3[C:13]([CH3:22])([CH3:21])[O:12][C:10]=2[CH:11]=1.[NH2:34][CH2:35][CH2:36][C:37]([O-:39])=[O:38] |f:0.1,5.6|. Reported procedure: THC N-(2-nitrophenylsulfenyl)-β-alaninate (35.8 mg, 0.0665 mmol) was dissolved at ambient temperature in dry dichloromethane containing 10% (v/v) of thiophenol and 1.5% (v/v) of TFA (150 μL). After 10 min the mixture was quenched by addition of 180 μL 3% triethylamine in DCM (at 0° C.). The solution of crude product was chromatographed directly on silica gel with dichloromethane-methanol (gradient 1:0, 30:1, 20:1, 10:1, 7:1). The combined fractions containing the product were diluted with chloro...